Dataset: the Open Reaction Database (ORD), a public repository of structured organic reaction records. Task: describe an organic reaction: reactants, conditions, products, and yield The solvent is C(C)(C)O (isopropanol). Reported procedure: 3-(5-Ammoniopentanoyl)pyridinium chloride (99 mg, 0.39 mmol) and methyl 3-(5-formyl-2-furyl)thiophene-2-carboxylate (102 mg, 0.43 mmol) were combined in a reaction vessel and treated with isopropanol (6 mL). The reaction vessel was sealed and the reaction was heated to 80° C. with stirring overnight. The reaction was cooled to room temperature. The precipitate was recovered by vacuum filtration, then treated with saturated NaHCO3(aq) and extracted three times with EtOAc. The EtOAc extracts were ... The product is Cl.Cl.N1=CC(=CC=C1)C1=NCCCC1=CC1=CC=C(O1)C1=C(SC=C1)C(=O)OC (methyl 3-(5-((2-(pyridin-3-yl)-5,6-dihydropyridin-3(4H)-ylidene)methyl)furan-2-yl)thiophene-2-carboxylate dihydrochloride). The reactants are [Cl-].[NH3+]CCCCC(=O)C=1C=[NH+]C=CC1.[Cl-] (3-(5-Ammoniopentanoyl)pyridinium chloride), C(=O)C1=CC=C(O1)C1=C(SC=C1)C(=O)OC (methyl 3-(5-formyl-2-furyl)thiophene-2-carboxylate), Cl (HCl). Yield: 97.7%. RXN SMILES: [Cl-:1].[NH3+:2][CH2:3][CH2:4][CH2:5][CH2:6][C:7]([C:9]1[CH:10]=[NH+:11][CH:12]=[CH:13][CH:14]=1)=O.[Cl-].[CH:16]([C:18]1[O:22][C:21]([C:23]2[CH:27]=[CH:26][S:25][C:24]=2[C:28]([O:30][CH3:31])=[O:29])=[CH:20][CH:19]=1)=O.Cl>C(O)(C)C>[ClH:1].[ClH:1].[N:11]1[CH:12]=[CH:13][CH:14]=[C:9]([C:7]2[C:6](=[CH:16][C:18]3[O:22][C:21]([C:23]4[CH:27]=[CH:26][S:25][C:24]=4[C:28]([O:30][CH3:31])=[O:29])=[CH:20][CH:19]=3)[CH2:5][CH2:4][CH2:3][N:2]=2)[CH:10]=1 |f:0.1.2,6.7.8|. Reaction conditions: temperature 80 celsius, time 8 hour.